This data is from the Open Reaction Database (ORD), a public repository of structured organic reaction records. The task is: describe an organic reaction: reactants, conditions, products, and yield The reactants are C1(=CC=CC=C1)C1(C[C@H]([C@]([C@H]2CNC[C@@H]12)(O)C1=C(C=CC=C1)OC)O)C1=CC=CC=C1 ((3aR,4R,5R,7aR)-7,7-diphenyl-4-(2-methoxyphenyl)perhydro-4,5-isoindolediol), COC1=C(C=CC=C1)[C@H](C(=O)O)C ((R)-2-(2-methoxyphenyl) propionic acid). Yields the product C1(=CC=CC=C1)C1(C[C@H]([C@]([C@H]2CN(C[C@@H]12)C([C@H](C)C1=C(C=CC=C1)OC)=O)(O)C1=C(C=CC=C1)OC)O)C1=CC=CC=C1 ((3aR,4R,5R,7aR)-7,7-diphenyl-4-(2-methoxyphenyl)-2-[(R)-2-(2-methoxyphenyl) propionyl]perhydro-4,5-isoindolediol). Isolated yield 43.2%. Reaction SMILES: [C:1]1([C:7]2([C:26]3[CH:31]=[CH:30][CH:29]=[CH:28][CH:27]=3)[C@H:15]3[C@H:11]([CH2:12][NH:13][CH2:14]3)[C@:10]([C:17]3[CH:22]=[CH:21][CH:20]=[CH:19][C:18]=3[O:23][CH3:24])([OH:16])[C@H:9]([OH:25])[CH2:8]2)[CH:6]=[CH:5][CH:4]=[CH:3][CH:2]=1.[CH3:32][O:33][C:34]1[CH:39]=[CH:38][CH:37]=[CH:36][C:35]=1[C@@H:40]([CH3:44])[C:41](O)=[O:42]>>[C:26]1([C:7]2([C:1]3[CH:2]=[CH:3][CH:4]=[CH:5][CH:6]=3)[C@H:15]3[C@H:11]([CH2:12][N:13]([C:41](=[O:42])[C@@H:40]([C:35]4[CH:36]=[CH:37][CH:38]=[CH:39][C:34]=4[O:33][CH3:32])[CH3:44])[CH2:14]3)[C@:10]([C:17]3[CH:22]=[CH:21][CH:20]=[CH:19][C:18]=3[O:23][CH3:24])([OH:16])[C@H:9]([OH:25])[CH2:8]2)[CH:31]=[CH:30][CH:29]=[CH:28][CH:27]=1. Procedure: By working according to the procedure of Example 1, starting from 0.2 g of (3aR,4R,5R,7aR)-7,7-diphenyl-4-(2-methoxyphenyl)perhydro-4,5-isoindolediol and 0.11 g of (R)-2-(2-methoxyphenyl) propionic acid, 0.12 g of (3aR,4R,5R,7aR)-7,7-diphenyl-4-(2-methoxyphenyl)-2-[(R)-2-(2-methoxyphenyl) propionyl]perhydro-4,5-isoindolediol is obtained, melting at 178°-180° C.